This data is from the Open Reaction Database (ORD), a public repository of structured organic reaction records. The task is: describe an organic reaction: reactants, conditions, products, and yield The reactants are B(C=1C=CC(=CC1)C)(O)O (tolyl boronic acid), BrC1=CC=C(C=C1)C=1OC(=C(N1)CCN1[C@@H](CCC1)C)C (2-(4-Bromo-phenyl)-5-methyl-4-[2-((R)-2-methyl-pyrrolidin-1-yl)-ethyl]-oxazole). Yields the product CC1=C(N=C(O1)C1=CC=C(C=C1)C1=CC=C(C=C1)C)CCN1[C@@H](CCC1)C (5-Methyl-2-(4′-methyl-biphenyl-4-yl)-4-[2-((R)-2-methyl-pyrrolidin-1-yl)-ethyl]oxazole). As a reaction SMILES: B(O)(O)[C:2]1[CH:3]=[CH:4][C:5]([CH3:8])=[CH:6][CH:7]=1.Br[C:12]1[CH:17]=[CH:16][C:15]([C:18]2[O:19][C:20]([CH3:31])=[C:21]([CH2:23][CH2:24][N:25]3[CH2:29][CH2:28][CH2:27][C@H:26]3[CH3:30])[N:22]=2)=[CH:14][CH:13]=1>>[CH3:31][C:20]1[O:19][C:18]([C:15]2[CH:16]=[CH:17][C:12]([C:2]3[CH:7]=[CH:6][C:5]([CH3:8])=[CH:4][CH:3]=3)=[CH:13][CH:14]=2)=[N:22][C:21]=1[CH2:23][CH2:24][N:25]1[CH2:29][CH2:28][CH2:27][C@H:26]1[CH3:30]. Procedure details: The title compound is prepared in a manner substantially analogous to example 133 starting from tolyl boronic acid (195 mg, 1.43 mmol) and 2-(4-Bromo-phenyl)-5-methyl-4-[2-((R)-2-methyl-pyrrolidin-1-yl)-ethyl]-oxazole (100 mg, 0.287 mmol) to give 33 mg (32%). MS (m/e) 361.3 (M+1) Starting materials: solution, [H-].C(C(C)C)[Al+]CC(C)C (diisobutylaluminium hydride), C(C)(C)(C)OC(=O)N[C@H](C(=O)OC)C[C@@H](CCO[Si](C(C)C)(C(C)C)C(C)C)C (methyl 2(S)-tert-butoxycarbonylamino-4(S)-methyl-6-triisopropylsilyloxyhexanoate). The solvent is C1(=CC=CC=C1)C (toluene), C1(=CC=CC=C1)C (toluene). Conditions: temperature -75 celsius, time 45 minute. Product: C(C)(C)(C)OC(=O)N[C@H](C=O)C[C@@H](CCO[Si](C(C)C)(C(C)C)C(C)C)C (2(S)-Tert-butoxycarbonylamino-4(S)-methyl-6-triisopropylsilyloxyhexanal). As a reaction SMILES: [C:1]([O:5][C:6]([NH:8][C@@H:9]([CH2:14][C@H:15]([CH3:29])[CH2:16][CH2:17][O:18][Si:19]([CH:26]([CH3:28])[CH3:27])([CH:23]([CH3:25])[CH3:24])[CH:20]([CH3:22])[CH3:21])[C:10](OC)=[O:11])=[O:7])([CH3:4])([CH3:3])[CH3:2].[H-].C([Al+]CC(C)C)C(C)C>C1(C)C=CC=CC=1>[C:1]([O:5][C:6]([NH:8][C@@H:9]([CH2:14][C@H:15]([CH3:29])[CH2:16][CH2:17][O:18][Si:19]([CH:20]([CH3:22])[CH3:21])([CH:23]([CH3:25])[CH3:24])[CH:26]([CH3:27])[CH3:28])[CH:10]=[O:11])=[O:7])([CH3:3])([CH3:4])[CH3:2] |f:1.2|. Procedure details: A solution of 3.35 g methyl 2(S)-tert-butoxycarbonylamino-4(S)-methyl-6-triisopropylsilyloxyhexanoate in 44 ml of toluene is cooled to -75° C. under argon, and 12.9 ml of a 20% solution of diisobutylaluminium hydride in toluene are then added dropwise in the course of 30 min. The mixture is stirred at -75° C. for a further 45 min. The reaction is then quenched by rapid addition of 2.8 ml of methanol and the mixture is poured onto 50 ml of a half-saturated aqueous potassium sodium tartrate soluti... Starting materials: C(CC=C)N1C(C2=CC=CC=C2C1=O)=O (2-(but-3-enyl)isoindoline-1,3-dione), C[N+]1(CCOCC1)[O-] (4-methylmorpholine 4-oxide), Na2S2SO3, O (water). Reagents/catalysts: [Os](=O)(=O)(=O)=O (osmium(VIII) oxide). Run in C1CCOC1 (THF). Reaction conditions: time 6 hour. The product is OC(CCN1C(C2=CC=CC=C2C1=O)=O)CO (2-(3,4-dihydroxybutyl)isoindoline-1,3-dione). As a reaction SMILES: [CH2:1]([N:5]1[C:13](=[O:14])[C:12]2[C:7](=[CH:8][CH:9]=[CH:10][CH:11]=2)[C:6]1=[O:15])[CH2:2][CH:3]=[CH2:4].C[N+]1([O-])CC[O:20]CC1.[OH2:24]>C1COCC1.[Os](=O)(=O)(=O)=O>[OH:24][CH:3]([CH2:4][OH:20])[CH2:2][CH2:1][N:5]1[C:13](=[O:14])[C:12]2[C:7](=[CH:8][CH:9]=[CH:10][CH:11]=2)[C:6]1=[O:15]. Procedure: To a solution of 2-(but-3-enyl)isoindoline-1,3-dione (5.20 g, 25.8 mmol) in THF (86 mL) was added 4-methylmorpholine 4-oxide (4.54 g, 38.8 mmol) followed by osmium(VIII) oxide in water (3.16 mL, 0.517 mmol) dropwise. The reaction mixture was stirred at rt for 6 h. A saturated Na2S2SO3 solution was added to the reaction mixture and stirred for another 10 min. The aqueous layer was separated and extracted with EtOAc three times, and the combined organic layers were washed with water, brine and dri... Starting materials: C([O-])([O-])=O.[K+].[K+] (potassium carbonate), C(C=C)Br (allyl bromide), C(C1=CC=CC=C1)ON1[C@@H]2CC[C@H](N(C1=O)C2)C(=O)OC(C)(C)C ((2S,5R)-tert-butyl 6-(benzyloxy)-7-oxo-1,6-diazabicyclo[3.2.1]octane-2-carboxylate). Reagents/catalysts: [C].[Pd] (palladium-carbon). Run in C(C)#N (acetonitrile), C(C)O (ethanol). Reaction conditions: time 1 hour. Yields the product C(C=C)ON1[C@@H]2CC[C@H](N(C1=O)C2)C(=O)OC(C)(C)C ((2S,5R)-tert-Butyl 6-(allyloxy)-7-oxo-1,6-diazabicyclo[3.2.1]octane-2-carboxylate). Yield: 51.2%. Reaction SMILES: [CH2:1]([O:8][N:9]1[C:15](=[O:16])[N:14]2[CH2:17][C@H:10]1[CH2:11][CH2:12][C@H:13]2[C:18]([O:20][C:21]([CH3:24])([CH3:23])[CH3:22])=[O:19])[C:2]1C=CC=C[CH:3]=1.C(=O)([O-])[O-].[K+].[K+].C(Br)C=C>C(O)C.C(#N)C.[C].[Pd]>[CH2:1]([O:8][N:9]1[C:15](=[O:16])[N:14]2[CH2:17][C@H:10]1[CH2:11][CH2:12][C@H:13]2[C:18]([O:20][C:21]([CH3:24])([CH3:23])[CH3:22])=[O:19])[CH:2]=[CH2:3] |f:1.2.3,7.8|. Procedure details: 140 mg (0.421 mmol) of (2S,5R)-tert-butyl 6-(benzyloxy)-7-oxo-1,6-diazabicyclo[3.2.1]octane-2-carboxylate was dissolved in ethanol (3.1 mL), and 14 mg of 10% palladium-carbon (50% water content) was added, followed by stirring at room temperature for 1 hour under hydrogen atmosphere. The catalyst of the reaction mixture was filtered through celite, and the residue resulting from concentration of the solvent under reduced pressure was dissolved in acetonitrile (4.1 mL), and 62 mg (0.449 mmol) of ... Starting materials: O(C1=CC=CC=C1)C1=CC=C(C=C1)C(C(=O)OCC)=O (ethyl 4-phenoxyphenylglyoxylate), CP(=O)(C)C1SCSCS1 (2-dimethylphosphoryl-1,3,5-trithiane), C(CCC)[Li] (n-butyl lithium). The solvent is O1CCCC1 (tetrahydrofuran), O1CCCC1 (tetrahydrofuran). Conditions: time 1 hour. The product is O(C1=CC=CC=C1)C1=CC=C(C=C1)C(C(=O)OCC)=C1SCSCS1 (2-{(4-Phenoxyphenyl)(ethoxycarbonyl)methylene}-1,3,5-trithiane). The yield is 80.0%. RXN SMILES: CP([CH:5]1[S:10][CH2:9][S:8][CH2:7][S:6]1)(C)=O.C([Li])CCC.[O:16]([C:23]1[CH:28]=[CH:27][C:26]([C:29](=O)[C:30]([O:32][CH2:33][CH3:34])=[O:31])=[CH:25][CH:24]=1)[C:17]1[CH:22]=[CH:21][CH:20]=[CH:19][CH:18]=1>O1CCCC1>[O:16]([C:23]1[CH:24]=[CH:25][C:26]([C:29](=[C:5]2[S:10][CH2:9][S:8][CH2:7][S:6]2)[C:30]([O:32][CH2:33][CH3:34])=[O:31])=[CH:27][CH:28]=1)[C:17]1[CH:18]=[CH:19][CH:20]=[CH:21][CH:22]=1. Reported procedure: In 50 ml of anhydrous tetrahydrofuran was dissolved 1.58 g of 2-dimethylphosphoryl-1,3,5-trithiane, and 4 ml of 1.6M n-butyl lithium was added dropwise under an argon atmosphere at a temperature of about -70° C. After completion of the dropwise addition, the resulting mixture was stirred for 1 hour. Next, a solution of 1.41 g of ethyl 4-phenoxyphenylglyoxylate dissolved in 5 ml of tetrahydrofuran was dropped thereinto. After completion of the dropping, the reaction temperature was slowly raised ... Reactants: [O-]Cl, [NH4+], [Na+], [Na+], [OH-], [OH-], O, Sc1nc(-c2ccccc2)ns1. Product: NSc1nc(-c2ccccc2)ns1. Reaction SMILES: [Cl:13][O-:14].[NH4+:16].[Na+:15].[Na+:19].[OH-:17].[OH-:18].[OH2:20].[SH:1][c:2]1[n:3][c:4](-[c:7]2[cH:8][cH:9][cH:10][cH:11][cH:12]2)[n:5][s:6]1>>[S:1]([c:2]1[n:3][c:4](-[c:7]2[cH:8][cH:9][cH:10][cH:11][cH:12]2)[n:5][s:6]1)[NH2:16].